From a dataset of the Open Reaction Database (ORD), a public repository of structured organic reaction records. describe an organic reaction: reactants, conditions, products, and yield The reactants are Nc1cnc(OCC(F)(F)F)c(C2CCCCC2)c1, O=C(O)c1ccccc1. The product is O=C(Nc1cnc(OCC(F)(F)F)c(C2CCCCC2)c1)c1ccccc1. RXN SMILES: [CH:1]1([c:7]2[cH:8][c:9]([NH2:19])[cH:10][n:11][c:12]2[O:13][CH2:14][C:15]([F:16])([F:17])[F:18])[CH2:2][CH2:3][CH2:4][CH2:5][CH2:6]1.[OH:20][C:21](=[O:22])[c:23]1[cH:24][cH:25][cH:26][cH:27][cH:28]1>>[CH:1]1([c:7]2[cH:8][c:9]([NH:19][C:21](=[O:20])[c:23]3[cH:24][cH:25][cH:26][cH:27][cH:28]3)[cH:10][n:11][c:12]2[O:13][CH2:14][C:15]([F:16])([F:17])[F:18])[CH2:2][CH2:3][CH2:4][CH2:5][CH2:6]1.